This data is from the Open Reaction Database (ORD), a public repository of structured organic reaction records. The task is: describe an organic reaction: reactants, conditions, products, and yield The reactants are N1=C(C=CC=C1)NCCCN (N-(pyridin-2-yl)propane-1,3-diamine), BrC1=CC=C(CBr)C=C1 (4-bromobenzylbromide), [H-].[Na+] (sodium hydride). Run in CS(=O)C (dimethylsulfoxide), CS(=O)C (dimethylsulfoxide), CS(=O)C (dimethylsulfoxide). The product is BrC1=CC=C(CN(CCCN)C2=NC=CC=C2)C=C1 (N-(4-bromobenzyl)-N-(pyridin-2-yl)propane-1,3-diamine). Isolated yield 86.8%. As a reaction SMILES: [H-].[Na+].[N:3]1[CH:8]=[CH:7][CH:6]=[CH:5][C:4]=1[NH:9][CH2:10][CH2:11][CH2:12][NH2:13].[Br:14][C:15]1[CH:22]=[CH:21][C:18]([CH2:19]Br)=[CH:17][CH:16]=1>CS(C)=O>[Br:14][C:15]1[CH:22]=[CH:21][C:18]([CH2:19][N:9]([C:4]2[CH:5]=[CH:6][CH:7]=[CH:8][N:3]=2)[CH2:10][CH2:11][CH2:12][NH2:13])=[CH:17][CH:16]=1 |f:0.1|. Procedure: To a mixture of sodium hydride (5.86 g, 60% dispersion in mineral oil, 0.1415 mol) in dry dimethylsulfoxide (250 ml) was slowly added a solution of N-(pyridin-2-yl)propane-1,3-diamine (20 g, 0.1323 mol) in dry dimethylsulfoxide (50 ml) at room temperature under an atmosphere of nitrogen. The reaction mixture was stirred until gas evolution was ceased. A solution of 4-bromobenzylbromide (36.09 g, 0.1415 mol) in dry dimethylsulfoxide (100 ml) was slowly added at room temperature. The reaction mixt... Starting materials: COC(=O)[C@H]1N(C[C@@H](C1)S(=O)(=O)C1=C(C=CC=C1)C(F)(F)F)C(CC(C)=O)=S ((2S,4R)-1-(3-oxo-thiobutyryl)-4-(2-trifluoromethyl-benzenesulfonyl)-pyrrolidine-2-carboxylic acid methyl ester), Cl.C(C)(C)(C)NN (tert-butylhydrazine hydrochloride). The product is COC(=O)[C@H]1N(C[C@@H](C1)S(=O)(=O)C1=C(C=CC=C1)C(F)(F)F)C=1N(N=C(C1)C)C(C)(C)C ((2S,4R)-1-(2-tert-Butyl-5-methyl-2H-pyrazol-3-yl)-4-(2-trifluoromethyl-benzenesulfonyl)-pyrrolidine-2-carboxylic acid methyl ester). As a reaction SMILES: [CH3:1][O:2][C:3]([C@@H:5]1[CH2:9][C@@H:8]([S:10]([C:13]2[CH:18]=[CH:17][CH:16]=[CH:15][C:14]=2[C:19]([F:22])([F:21])[F:20])(=[O:12])=[O:11])[CH2:7][N:6]1[C:23](=S)[CH2:24][C:25](=O)[CH3:26])=[O:4].Cl.[C:30]([NH:34][NH2:35])([CH3:33])([CH3:32])[CH3:31]>>[CH3:1][O:2][C:3]([C@@H:5]1[CH2:9][C@@H:8]([S:10]([C:13]2[CH:18]=[CH:17][CH:16]=[CH:15][C:14]=2[C:19]([F:21])([F:22])[F:20])(=[O:11])=[O:12])[CH2:7][N:6]1[C:23]1[N:34]([C:30]([CH3:33])([CH3:32])[CH3:31])[N:35]=[C:25]([CH3:26])[CH:24]=1)=[O:4] |f:1.2|. Procedure: In analogy to the procedure described in example 192 h, (2S,4R)-1-(3-oxo-thiobutyryl)-4-(2-trifluoromethyl-benzenesulfonyl)-pyrrolidine-2-carboxylic acid methyl ester (example 192 g) was reacted with tert-butylhydrazine hydrochloride (CAS Reg. No. 7400-27-3) to give the title compound as brown solid. MS (ESI): m/z=474.2 [M+H]+. The reactants are CC(=O)O, CCOC(=O)N=NC(=O)OCC, C1CCOC1, N#Cc1ccc(NC2CCC(O)CC2)c([N+](=O)[O-])c1, c1ccc(P(c2ccccc2)c2ccccc2)cc1. The product is CC(=O)OC1CCC(Nc2ccc(C#N)cc2[N+](=O)[O-])CC1. As a reaction SMILES: [CH3:20][C:21]([OH:22])=[O:23].[O:24]=[C:25]([O:26][CH2:27][CH3:28])[N:29]=[N:30][C:31]([O:32][CH2:33][CH3:34])=[O:35].[O:55]1[CH2:56][CH2:57][CH2:58][CH2:59]1.[OH:1][CH:2]1[CH2:3][CH2:4][CH:5]([NH:8][c:9]2[c:10]([N+:17](=[O:18])[O-:19])[cH:11][c:12]([C:13]#[N:14])[cH:15][cH:16]2)[CH2:6][CH2:7]1.[c:36]1([P:37]([c:38]2[cH:39][cH:40][cH:41][cH:42][cH:43]2)[c:44]2[cH:45][cH:46][cH:47][cH:48][cH:49]2)[cH:50][cH:51][cH:52][cH:53][cH:54]1>>[O:1]([CH:2]1[CH2:3][CH2:4][CH:5]([NH:8][c:9]2[c:10]([N+:17](=[O:18])[O-:19])[cH:11][c:12]([C:13]#[N:14])[cH:15][cH:16]2)[CH2:6][CH2:7]1)[C:21]([CH3:20])=[O:22].